From a dataset of the Open Reaction Database (ORD), a public repository of structured organic reaction records. describe an organic reaction: reactants, conditions, products, and yield The reactants are ClC=1N=C(C2=C(N1)N(C=C2)S(=O)(=O)C2=CC=C(C)C=C2)Cl (2,4-dichloro-7-tosyl-7H-pyrrolo[2,3-d]pyrimidine), NC1CCN(CC1)C(=O)OC(C)(C)C (4-amino-1-N-Boc-piperidine), TEA, O (Water), CCOC(=O)C (EtOAc). Solvent: O1CCOCC1 (dioxane). Run at temperature 70 celsius, time 20 hour. Product: ClC=1N=C(C2=C(N1)N(C=C2)S(=O)(=O)C2=CC=C(C)C=C2)NC2CCN(CC2)C(=O)OC(C)(C)C (tert-butyl 4-(2-chloro-7-tosyl-7H-pyrrolo[2,3-d]pyrimidin-4-ylamino)piperidine-1-carboxylate). Isolated yield 79.8%. RXN SMILES: [Cl:1][C:2]1[N:3]=[C:4](Cl)[C:5]2[CH:10]=[CH:9][N:8]([S:11]([C:14]3[CH:20]=[CH:19][C:17]([CH3:18])=[CH:16][CH:15]=3)(=[O:13])=[O:12])[C:6]=2[N:7]=1.[NH2:22][CH:23]1[CH2:28][CH2:27][N:26]([C:29]([O:31][C:32]([CH3:35])([CH3:34])[CH3:33])=[O:30])[CH2:25][CH2:24]1.O.CCOC(C)=O>O1CCOCC1>[Cl:1][C:2]1[N:3]=[C:4]([NH:22][CH:23]2[CH2:24][CH2:25][N:26]([C:29]([O:31][C:32]([CH3:35])([CH3:34])[CH3:33])=[O:30])[CH2:27][CH2:28]2)[C:5]2[CH:10]=[CH:9][N:8]([S:11]([C:14]3[CH:20]=[CH:19][C:17]([CH3:18])=[CH:16][CH:15]=3)(=[O:13])=[O:12])[C:6]=2[N:7]=1. Procedure: A mixture of 2,4-dichloro-7-tosyl-7H-pyrrolo[2,3-d]pyrimidine (171 mg, 0.500 mmol), 4-amino-1-N-Boc-piperidine (100 mg, 0.500 mmol) and TEA (0.150 mL, 1.08 mmol) in dioxane (4 mL) was stirred at 70° C. for 20 h. Water and EtOAc were added. The organic phase was separated, washed with 1N HCl, then with 5% NaHCO3, dried over Na2SO4, concentrated in vacuo to give tert-butyl 4-(2-chloro-7-tosyl-7H-pyrrolo[2,3-d]pyrimidin-4-ylamino)piperidine-1-carboxylate (202 mg). Reactants: C1CCC2=NCCCN2CC1, COCCOC, CS(=O)(=O)c1nc(N)nc(-c2ccco2)c1C#N, OCCCCc1ccccc1. Yields the product N#Cc1c(OCCCCc2ccccc2)nc(N)nc1-c1ccco1. RXN SMILES: [CH2:30]1[CH2:31][CH2:32][C:33]2=[N:38][CH2:37][CH2:36][CH2:35][N:34]2[CH2:39][CH2:40]1.[CH3:41][O:42][CH2:43][CH2:44][O:45][CH3:46].[NH2:1][c:2]1[n:3][c:4]([S:15]([CH3:16])(=[O:17])=[O:18])[c:5]([C:13]#[N:14])[c:6](-[c:8]2[o:9][cH:10][cH:11][cH:12]2)[n:7]1.[c:19]1([CH2:25][CH2:26][CH2:27][CH2:28][OH:29])[cH:20][cH:21][cH:22][cH:23][cH:24]1>>[NH2:1][c:2]1[n:3][c:4]([O:29][CH2:28][CH2:27][CH2:26][CH2:25][c:19]2[cH:20][cH:21][cH:22][cH:23][cH:24]2)[c:5]([C:13]#[N:14])[c:6](-[c:8]2[o:9][cH:10][cH:11][cH:12]2)[n:7]1.